From a dataset of the Open Reaction Database (ORD), a public repository of structured organic reaction records. describe an organic reaction: reactants, conditions, products, and yield Reactants: S1C(=NC=C1)C(C(F)(F)F)(O)C=1SC=CN1 (1,1-Di(2-thiazolyl)-2,2,2-trifluoroethanol), [H-].[Na+] (sodium hydride), CI (methyl iodide). Solvent: C(OC)COC (dimethoxyethane). Run at time 15 minute. Yields the product COC(C(F)(F)F)(C=1SC=CN1)C=1SC=CN1 (1,1-Di(2-thiazolyl)-2,2,2-trifluoroethyl Methyl Ether). Yield: 90.2%. RXN SMILES: [S:1]1[CH:5]=[CH:4][N:3]=[C:2]1[C:6]([C:12]1[S:13][CH:14]=[CH:15][N:16]=1)([OH:11])[C:7]([F:10])([F:9])[F:8].[H-].[Na+].[CH3:19]I>C(COC)OC>[CH3:19][O:11][C:6]([C:12]1[S:13][CH:14]=[CH:15][N:16]=1)([C:2]1[S:1][CH:5]=[CH:4][N:3]=1)[C:7]([F:9])([F:10])[F:8] |f:1.2|. Procedure: 1,1-Di(2-thiazolyl)-2,2,2-trifluoroethanol (1 g) was added to a stirred suspension of sodium hydride (80%, 225 mg) in dry dimethoxyethane (50 ml) at 0° C. After 15 minutes, methyl iodide (2.1 g) was added dropwise. The mixture was allowed to warm to room temperature and was then left stirring overnight. The mixture was concentrated by evaporation, then poured into saturated aqueous sodium chloride solution and extracted with dichloromethane. The material thus obtained was purified by flash chrom... The reactants are BrCc1ccccc1, O=C([O-])[O-], Cn1c(=O)[nH]c(=O)c2[nH]cnc21, CN(C)C=O, CCOC(C)=O, [K+], [K+]. Yields the product Cn1c(=O)[nH]c(=O)c2c1ncn2Cc1ccccc1. As a reaction SMILES: [Br:19][CH2:20][c:21]1[cH:22][cH:23][cH:24][cH:25][cH:26]1.[C:13](=[O:14])([O-:15])[O-:16].[CH3:1][n:2]1[c:3](=[O:12])[nH:4][c:5](=[O:11])[c:6]2[nH:7][cH:8][n:9][c:10]12.[CH3:27][N:28]([CH3:29])[CH:30]=[O:31].[CH3:32][CH2:33][O:34][C:35](=[O:36])[CH3:37].[K+:17].[K+:18]>>[CH3:1][n:2]1[c:3](=[O:12])[nH:4][c:5](=[O:11])[c:6]2[n:7]([CH2:20][c:21]3[cH:22][cH:23][cH:24][cH:25][cH:26]3)[cH:8][n:9][c:10]12.